This data is from the Open Reaction Database (ORD), a public repository of structured organic reaction records. The task is: describe an organic reaction: reactants, conditions, products, and yield Starting materials: O=S(=O)(c1ccc(Br)cc1)N1CCOCC1, C=Cc1ccc(OCOC)c(OCOC)c1, [Cl-], ClCCl, [K+], [K+], [Li+], O=C([O-])[O-], CC(=O)[O-], CC(=O)[O-], CN(C)C=O, [Pd+2]. Product: COCOc1ccc(C=Cc2ccc(S(=O)(=O)N3CCOCC3)cc2)cc1OCOC. RXN SMILES: [Br:1][c:2]1[cH:3][cH:4][c:5]([S:8](=[O:9])(=[O:10])[N:11]2[CH2:12][CH2:13][O:14][CH2:15][CH2:16]2)[cH:6][cH:7]1.[CH3:25][O:26][CH2:27][O:28][c:29]1[cH:30][c:31]([CH:32]=[CH2:33])[cH:34][cH:35][c:36]1[O:37][CH2:38][O:39][CH3:40].[Cl-:23].[Cl:41][CH2:42][Cl:43].[K+:17].[K+:18].[Li+:24].[O-:19][C:20]([O-:21])=[O:22].[O-:45][C:46]([CH3:47])=[O:48].[O-:49][C:50]([CH3:51])=[O:52].[O:53]=[CH:54][N:55]([CH3:56])[CH3:57].[Pd+2:44]>>[c:2]1([CH:33]=[CH:32][c:31]2[cH:30][c:29]([O:28][CH2:27][O:26][CH3:25])[c:36]([O:37][CH2:38][O:39][CH3:40])[cH:35][cH:34]2)[cH:3][cH:4][c:5]([S:8](=[O:9])(=[O:10])[N:11]2[CH2:12][CH2:13][O:14][CH2:15][CH2:16]2)[cH:6][cH:7]1. Reactants: COc1ccc(N)cc1, Cc1ccccc1, CC1(C)CC(=O)c2ccc(Cl)nc2C1. Product: COc1ccc(Nc2ccc3c(n2)CC(C)(C)CC3=O)cc1. As a reaction SMILES: [CH3:15][O:16][c:17]1[cH:18][cH:19][c:20]([NH2:23])[cH:21][cH:22]1.[CH3:24][c:25]1[cH:26][cH:27][cH:28][cH:29][cH:30]1.[Cl:1][c:2]1[n:3][c:4]2[c:9]([cH:10][cH:11]1)[C:8](=[O:12])[CH2:7][C:6]([CH3:13])([CH3:14])[CH2:5]2>>[c:2]1([NH:23][c:20]2[cH:19][cH:18][c:17]([O:16][CH3:15])[cH:22][cH:21]2)[n:3][c:4]2[c:9]([cH:10][cH:11]1)[C:8](=[O:12])[CH2:7][C:6]([CH3:13])([CH3:14])[CH2:5]2. The reactants are CCCc1nc2ccccc2n1Cc1ccc(C2=C(C(=O)OC)CCC2)cc1, [K+], C1COCCO1, [OH-]. The product is CCCc1nc2ccccc2n1Cc1ccc(C2=C(C(=O)O)CCC2)cc1. RXN SMILES: [CH2:1]([CH2:2][CH3:3])[c:4]1[n:5][c:6]2[c:7]([n:8]1[CH2:9][c:10]1[cH:11][cH:12][c:13]([C:16]3=[C:17]([C:21](=[O:22])[O:23][CH3:24])[CH2:18][CH2:19][CH2:20]3)[cH:14][cH:15]1)[cH:25][cH:26][cH:27][cH:28]2.[K+:30].[O:31]1[CH2:32][CH2:33][O:34][CH2:35][CH2:36]1.[OH-:29]>>[CH2:1]([CH2:2][CH3:3])[c:4]1[n:5][c:6]2[c:7]([n:8]1[CH2:9][c:10]1[cH:11][cH:12][c:13]([C:16]3=[C:17]([C:21](=[O:22])[OH:23])[CH2:18][CH2:19][CH2:20]3)[cH:14][cH:15]1)[cH:25][cH:26][cH:27][cH:28]2.